From a dataset of the Open Reaction Database (ORD), a public repository of structured organic reaction records. describe an organic reaction: reactants, conditions, products, and yield The reactants are CC#N (CH3CN), C(=O)(C(F)(F)F)O (TFA), ClC1=NC(=NC(=N1)N(C)CCCC1=CC=C(C=C1)Cl)NCCC1=CC=C(C=C1)O (4-[2-({4-chloro-6-[[3-(4-chlorophenyl)propyl](methyl)amino]-1,3,5-triazin-2-yl}amino)ethyl]phenol), OCCN1CCNCC1 (1-(2-hydoxyethyl)piperazine). Solvent: O (H2O). The product is ClC1=CC=C(C=C1)CCCN(C1=NC(=NC(=N1)N1CCN(CC1)CCO)NCCC1=CC=C(C=C1)O)C (4-[2-({4-[[3-(4-chlorophenyl)propyl](methyl)amino]-6-[4-(2-hydroxyethyl)-1-piperazinyl]-1,3,5-triazin-2-yl}amino)ethyl]phenol). The yield is 91.0%. RXN SMILES: Cl[C:2]1[N:7]=[C:6]([N:8]([CH2:10][CH2:11][CH2:12][C:13]2[CH:18]=[CH:17][C:16]([Cl:19])=[CH:15][CH:14]=2)[CH3:9])[N:5]=[C:4]([NH:20][CH2:21][CH2:22][C:23]2[CH:28]=[CH:27][C:26]([OH:29])=[CH:25][CH:24]=2)[N:3]=1.[OH:30][CH2:31][CH2:32][N:33]1[CH2:38][CH2:37][NH:36][CH2:35][CH2:34]1.CC#N.C(O)(C(F)(F)F)=O>O>[Cl:19][C:16]1[CH:17]=[CH:18][C:13]([CH2:12][CH2:11][CH2:10][N:8]([CH3:9])[C:6]2[N:7]=[C:2]([N:36]3[CH2:37][CH2:38][N:33]([CH2:32][CH2:31][OH:30])[CH2:34][CH2:35]3)[N:3]=[C:4]([NH:20][CH2:21][CH2:22][C:23]3[CH:28]=[CH:27][C:26]([OH:29])=[CH:25][CH:24]=3)[N:5]=2)=[CH:14][CH:15]=1. Reported procedure: The title compound was prepared in 91% yield via the procedure outlined for Example 14 using 4-[2-({4-chloro-6-[[3-(4-chlorophenyl)propyl](methyl)amino]-1,3,5-triazin-2-yl}amino)ethyl]phenol and 1-(2-hydoxyethyl)piperazine to give a white solid: 1H NMR (CDCl3, 400 MHz) δ 7.23 (d, 2H, J=8.0), 7.10 (d, 2H, J=8.0), 7.09 (d, 2H, J=8.0), 6.67 (d, 2H, J=8.0), 4.88(s, br, 1H), 3.80-3.55 (m, 9H), 3.05 (s, br, 3H), 2.77 (t, 2H, J=6.6), 2.57-2.48 (m, 8H), 1.86 (s,br, 2H); low-resolution MS (ES+) m/e 526 (... Reactants: C(C=C)N1CC(C(C1)C1CC1)CN1CCC(CC1)C1=CC=C(C=C1)F (1-Allyl-3-(RS)-(4-(4-fluorophenyl)piperidinylmethyl)-4-(SR)-(cyclopropyl)pyrrolidine), [OH-].[K+] (KOH). The solvent is CO (MeOH), O (H2O). Product: C1(=CC=CC2=CC=CC=C12)C(=O)N1C[C@H]([C@@H](C1)C1CC1)CN1CCC(CC1)C1=CC=C(C=C1)F (1-(1-Naphthoyl)-3-(R)-(4-(4-fluorophenyl)piperidinylmethyl)-4-(S)-(cyclopropyl)pyrrolidine). The yield is 41.1%. As a reaction SMILES: [CH2:1]([N:4]1[CH2:8][CH:7]([CH:9]2[CH2:11][CH2:10]2)[CH:6]([CH2:12][N:13]2[CH2:18][CH2:17][CH:16]([C:19]3[CH:24]=[CH:23][C:22]([F:25])=[CH:21][CH:20]=3)[CH2:15][CH2:14]2)[CH2:5]1)[CH:2]=[CH2:3].[OH-:26].[K+]>CO.O>[C:2]1([C:1]([N:4]2[CH2:8][C@@H:7]([CH:9]3[CH2:10][CH2:11]3)[C@H:6]([CH2:12][N:13]3[CH2:18][CH2:17][CH:16]([C:19]4[CH:24]=[CH:23][C:22]([F:25])=[CH:21][CH:20]=4)[CH2:15][CH2:14]3)[CH2:5]2)=[O:26])[C:24]2[C:19](=[CH:20][CH:21]=[CH:22][CH:23]=2)[CH:16]=[CH:15][CH:3]=1 |f:1.2|. Reported procedure: A solution of 6 g (48 mmol) of methyl-3-(cyclopropyl)acrylate (Example 1, Step 3) and 5.7 g (100 mmol) of KOH in 25 mL of MeOH and 2 mL of H2O was stirred at 40° C. for 2 h. The reaction mixture was concentrated. Addition of 2N HCl to the residue resulted in its precipitation as a white solid. The solid was collected by filtration and was washed with H2O and dried to give 4.5 g of the title compound. Reactants: C(C)N1C(=NC2=C1C=CC(=C2)N(CC(=O)OCC)S(=O)(=O)C=2C=CC=C1C=CC=NC21)CCC2=CC=C(C=C2)C(N)=N (1-ethyl-2-[2-(4-amidinophenyl)-ethyl]-5-[N-(ethoxycarbonylmethyl)-quinoline-8-sulphonylamino]-benzimidazole), [OH-].[Na+] (sodium hydroxide). Yields the product C(C)N1C(=NC2=C1C=CC(=C2)N(CC(=O)O)S(=O)(=O)C=2C=CC=C1C=CC=NC21)CCC2=CC=C(C=C2)C(N)=N (1-ethyl-2-[2-(4-amidinophenyl)-ethyl]-5-[N-(hydroxycarbonylmethyl)-quinoline-8-sulphonylamino]-benzimidazole). As a reaction SMILES: [CH2:1]([N:3]1[C:7]2[CH:8]=[CH:9][C:10]([N:12]([S:19]([C:22]3[CH:23]=[CH:24][CH:25]=[C:26]4[C:31]=3[N:30]=[CH:29][CH:28]=[CH:27]4)(=[O:21])=[O:20])[CH2:13][C:14]([O:16]CC)=[O:15])=[CH:11][C:6]=2[N:5]=[C:4]1[CH2:32][CH2:33][C:34]1[CH:39]=[CH:38][C:37]([C:40](=[NH:42])[NH2:41])=[CH:36][CH:35]=1)[CH3:2].[OH-].[Na+]>>[CH2:1]([N:3]1[C:7]2[CH:8]=[CH:9][C:10]([N:12]([S:19]([C:22]3[CH:23]=[CH:24][CH:25]=[C:26]4[C:31]=3[N:30]=[CH:29][CH:28]=[CH:27]4)(=[O:21])=[O:20])[CH2:13][C:14]([OH:16])=[O:15])=[CH:11][C:6]=2[N:5]=[C:4]1[CH2:32][CH2:33][C:34]1[CH:39]=[CH:38][C:37]([C:40](=[NH:41])[NH2:42])=[CH:36][CH:35]=1)[CH3:2] |f:1.2|. Procedure details: Prepared analogously to Example 3 from 1-ethyl-2-[2-(4-amidinophenyl)-ethyl]-5-[N-(ethoxycarbonylmethyl)-quinoline-8-sulphonylamino]-benzimidazole and sodium hydroxide solution. Procedure details: The desired compound was prepared according to the procedure of Example A9, step H using N-[6-chloro-2,4,8,22-tetraazatetracyclo[14.3.1.1(3,7).1(9,13)]docosa-1(20), 3(22),4,6,9(21),10,12,16,18-nonaen-12-yl]piperidine-4-carboxamide bis(trifluoroacetate) and isocyanatocyclopentane as starting materials in 31% yield. LCMS for C30H35ClN7O2 (M+H)+: m/z=560.2. As a reaction SMILES: [F:1][C:2]([F:7])([F:6])[C:3]([OH:5])=[O:4].FC(F)(F)C(O)=O.[Cl:15][C:16]1[CH:17]=[N:18][C:19]2[NH:20][C:21]3[CH:22]=[CH:23][CH:24]=[C:25]([CH:46]=3)[CH2:26][CH2:27][C:28]3[CH:36]=[C:32]([NH:33][C:34]=1[N:35]=2)[CH:31]=[CH:30][C:29]=3[NH:37][C:38]([CH:40]1[CH2:45][CH2:44][NH:43][CH2:42][CH2:41]1)=[O:39].[N:47]([CH:50]1[CH2:54][CH2:53][CH2:52][CH2:51]1)=[C:48]=[O:49]>>[F:1][C:2]([F:7])([F:6])[C:3]([OH:5])=[O:4].[Cl:15][C:16]1[CH:17]=[N:18][C:19]2[NH:20][C:21]3[CH:22]=[CH:23][CH:24]=[C:25]([CH:46]=3)[CH2:26][CH2:27][C:28]3[CH:36]=[C:32]([NH:33][C:34]=1[N:35]=2)[CH:31]=[CH:30][C:29]=3[NH:37][C:38]([CH:40]1[CH2:45][CH2:44][N:43]([C:48]([NH:47][CH:50]2[CH2:54][CH2:53][CH2:52][CH2:51]2)=[O:49])[CH2:42][CH2:41]1)=[O:39] |f:0.1.2,4.5|. Reactants: FC(C(=O)O)(F)F.FC(C(=O)O)(F)F.ClC=1C=NC=2NC=3C=CC=C(CCC4=C(C=CC(NC1N2)=C4)NC(=O)C4CCNCC4)C3 (N-[6-chloro-2,4,8,22-tetraazatetracyclo[14.3.1.1(3,7).1(9,13)]docosa-1(20), 3(22),4,6,9(21),10,12,16,18-nonaen-12-yl]piperidine-4-carboxamide bis(trifluoroacetate)), N(=C=O)C1CCCC1 (isocyanatocyclopentane). The yield is 31.0%. The product is FC(C(=O)O)(F)F.ClC=1C=NC=2NC=3C=CC=C(CCC4=C(C=CC(NC1N2)=C4)NC(=O)C4CCN(CC4)C(=O)NC4CCCC4)C3 (N(4)-[6-Chloro-2,4,8,22-tetraazatetracyclo[14.3.1.1(3,7).1(9,13)]docosa-1(20),3(22),4,6,9(21),10,12,16,18-nonaen-12-yl]-N(1)-cyclopentylpiperidine-1,4-dicarboxamide trifluoroacetate).